This data is from the Open Reaction Database (ORD), a public repository of structured organic reaction records. The task is: describe an organic reaction: reactants, conditions, products, and yield Product: c1c2c(cc3c1OCO3)CCNCC2. The reactants are N#CCc1cc2c(cc1CC#N)OCO2, CCO. RXN SMILES: [CH2:1]1[O:2][c:3]2[cH:4][c:5]([CH2:13][C:14]#[N:15])[c:6]([CH2:10][C:11]#[N:12])[cH:7][c:8]2[O:9]1.[CH3:16][CH2:17][OH:18]>>[CH2:1]1[O:2][c:3]2[cH:4][c:5]3[c:6]([cH:7][c:8]2[O:9]1)[CH2:10][CH2:11][NH:15][CH2:14][CH2:13]3. The reactants are C(C)(C)(C)OC(CBr)=O (t-butylbromoacetate), SC1=CC=C(C=C1)CC(=O)OC (methyl 4-mercaptophenylacetate), CC(=O)C (acetone), [I-].[K+] (potassium iodide), C([O-])([O-])=O.[K+].[K+] (potassium carbonate). Product: C(C)(C)(C)CC(=O)SC1=CC=C(C=C1)CC(=O)OC (Methyl 4-(t-butylacetylthio)phenylacetate). Reaction SMILES: [SH:1][C:2]1[CH:7]=[CH:6][C:5]([CH2:8][C:9]([O:11][CH3:12])=[O:10])=[CH:4][CH:3]=1.[C:13](=[O:16])([O-])[O-].[K+].[K+].[I-].[K+].[C:21](OC(=O)CBr)([CH3:24])([CH3:23])[CH3:22].[CH3:30]C(C)=O>>[C:21]([CH2:24][C:13]([S:1][C:2]1[CH:3]=[CH:4][C:5]([CH2:8][C:9]([O:11][CH3:12])=[O:10])=[CH:6][CH:7]=1)=[O:16])([CH3:30])([CH3:23])[CH3:22] |f:1.2.3,4.5|. Procedure: Dissolve methyl 4-mercaptophenylacetate (16.4 g, 90.3 mmol) in acetone (300 mL). Add potassium carbonate (13.7 g, 99.3 mmol), potassium iodide (1.47 g, 9.03 mmol) and t-butylbromoacetate (16 mL, 99.3 mmol). Heat at reflux for 20 hours then remove 200 mL of acetone in vacuo. Dilute the residue with ethyl ether (500 mL), wash with water (2×300 mL) and brine (300 mL). Dry (MgSO4) and evaporate the solvent in vacuo. Purify by flash chromatography to give the title compound. Reactants: FC1=CC=C(C=C1)C(N1CCNCC1)C1=CC=C(C=C1)F (1-[Bis(4-fluorophenyl)methyl]piperazine), OCCNS(=O)(=O)CCCCCCl (N-(2-hydroxyethyl)-5-chloropentanesulfonamide). Run in C(C)N(C(C)C)C(C)C (N-ethyldiisopropylamine). Yields the product OCCNS(=O)(=O)CCCCCN1CCN(CC1)C(C1=CC=C(C=C1)F)C1=CC=C(C=C1)F (N-(2-hydroxyethyl)-5-[4-[bis(4-fluorophenyl)methyl]-1- piperaziny]pentanesulfonamide). Isolated yield 94.0%. RXN SMILES: [F:1][C:2]1[CH:7]=[CH:6][C:5]([CH:8]([C:15]2[CH:20]=[CH:19][C:18]([F:21])=[CH:17][CH:16]=2)[N:9]2[CH2:14][CH2:13][NH:12][CH2:11][CH2:10]2)=[CH:4][CH:3]=1.[OH:22][CH2:23][CH2:24][NH:25][S:26]([CH2:29][CH2:30][CH2:31][CH2:32][CH2:33]Cl)(=[O:28])=[O:27]>C(N(C(C)C)C(C)C)C>[OH:22][CH2:23][CH2:24][NH:25][S:26]([CH2:29][CH2:30][CH2:31][CH2:32][CH2:33][N:12]1[CH2:11][CH2:10][N:9]([CH:8]([C:5]2[CH:4]=[CH:3][C:2]([F:1])=[CH:7][CH:6]=2)[C:15]2[CH:20]=[CH:19][C:18]([F:21])=[CH:17][CH:16]=2)[CH2:14][CH2:13]1)(=[O:28])=[O:27]. Reported procedure: 1-[Bis(4-fluorophenyl)methyl]piperazine (576.7 mg, 2.00 mmol) and N-(2-hydroxyethyl)-5-chloropentanesulfonamide (459.5 mg, 2.00 mmol) were refluxed in N-ethyldiisopropylamine (2 ml) for 6 hours. The reaction mixture was concentrated in vacuo, and water was added thereto. The mixture was extracted with chloroform. The chloroform layer was washed with water, and dried over anhydrous magnesium sulfate. Subsequently, the solvent was removed by evaporation in vacuo. The resulting crude product was pu... Starting materials: C(C)OC1=CC2=C(C(=N[C@@H]3CCN(C[C@H]23)C)C2=CC=C(C(=O)O)C=C2)C=C1OC (4-((4aR,10bS)-9-ethoxy-8-methoxy-2-methyl-1,2,3,4,4a,10b-hexahydrobenzo[c][1,6]-naphthyridin-6-yl)benzoic acid), C(C)(C)N[C@H](COC(C1=CC(=C(C=C1)OC)OC)=O)C (3,4-dimethoxy-benzoic acid (S)-2-isopropylamino-propyl ester). The product is C(C)OC1=CC2=C(C(=N[C@@H]3CCN(C[C@H]23)C)C2=CC=C(C=C2)C(=O)N([C@H](COC(C2=CC(=C(C=C2)OC)OC)=O)C)C(C)C)C=C1OC (3,4-Dimethoxy-benzoic acid(S)-2-({1-[4-((4aR,10bS)-9-ethoxy-8-methoxy-2-methyl-1,2,3,4,4a,10b-hexahydro-benzo[c][1,6]naphthyridin-6-yl)-phenyl]-methanoyl}-isopropyl-amino)-propyl ester). As a reaction SMILES: [CH2:1]([O:3][C:4]1[C:27]([O:28][CH3:29])=[CH:26][C:7]2[C:8]([C:17]3[CH:25]=[CH:24][C:20]([C:21](O)=[O:22])=[CH:19][CH:18]=3)=[N:9][C@H:10]3[C@@H:15]([C:6]=2[CH:5]=1)[CH2:14][N:13]([CH3:16])[CH2:12][CH2:11]3)[CH3:2].[CH:30]([NH:33][C@@H:34]([CH3:49])[CH2:35][O:36][C:37](=[O:48])[C:38]1[CH:43]=[CH:42][C:41]([O:44][CH3:45])=[C:40]([O:46][CH3:47])[CH:39]=1)([CH3:32])[CH3:31]>>[CH2:1]([O:3][C:4]1[C:27]([O:28][CH3:29])=[CH:26][C:7]2[C:8]([C:17]3[CH:25]=[CH:24][C:20]([C:21]([N:33]([CH:30]([CH3:32])[CH3:31])[C@@H:34]([CH3:49])[CH2:35][O:36][C:37](=[O:48])[C:38]4[CH:43]=[CH:42][C:41]([O:44][CH3:45])=[C:40]([O:46][CH3:47])[CH:39]=4)=[O:22])=[CH:19][CH:18]=3)=[N:9][C@H:10]3[C@@H:15]([C:6]=2[CH:5]=1)[CH2:14][N:13]([CH3:16])[CH2:12][CH2:11]3)[CH3:2]. Reported procedure: Prepared from 4-((4aR,10bS)-9-ethoxy-8-methoxy-2-methyl-1,2,3,4,4a,10b-hexahydrobenzo[c][1,6]-naphthyridin-6-yl)benzoic acid and 3,4-dimethoxy-benzoic acid (S)-2-isopropylamino-propyl ester as described for example 1.